Task: describe an organic reaction: reactants, conditions, products, and yield. Dataset: the Open Reaction Database (ORD), a public repository of structured organic reaction records Reactants: CC(C)O, [Cu]I, Cc1cc(C)cc(I)c1, [K+], [K+], [K+], NCCc1ccc(N)cc1, N, O, OCCO, O=P([O-])([O-])[O-]. Yields the product Cc1cc(C)cc(C(CN)c2ccc(N)cc2)c1. Reaction SMILES: [CH:36]([OH:37])([CH3:38])[CH3:39].[Cu:34][I:35].[I:9][c:10]1[cH:11][c:12]([CH3:17])[cH:13][c:14]([CH3:16])[cH:15]1.[K+:6].[K+:7].[K+:8].[NH2:18][c:19]1[cH:20][cH:21][c:22]([CH2:25][CH2:26][NH2:27])[cH:23][cH:24]1.[NH3:32].[OH2:33].[OH:28][CH2:29][CH2:30][OH:31].[P:1]([O-:2])([O-:3])([O-:4])=[O:5]>>[c:10]1([CH:25]([c:22]2[cH:21][cH:20][c:19]([NH2:18])[cH:24][cH:23]2)[CH2:26][NH2:27])[cH:11][c:12]([CH3:17])[cH:13][c:14]([CH3:16])[cH:15]1. Starting materials: O (water), O=C(OC(Cl)(Cl)Cl)Cl (diphosgene), NC1=C(C(=O)O)C=C(C=C1)N(C)C (2-amino-5-dimethylaminobenzoic acid). The solvent is O1CCOCC1 (dioxane). Yields the product CN(C1=CC=C2C(C(=O)OC(N2)=O)=C1)C (5-Dimethylaminoisatoic anhydride). Reaction SMILES: [NH2:1][C:2]1[CH:10]=[CH:9][C:8]([N:11]([CH3:13])[CH3:12])=[CH:7][C:3]=1[C:4]([OH:6])=[O:5].O.[O:15]=[C:16](Cl)OC(Cl)(Cl)Cl>O1CCOCC1>[CH3:12][N:11]([CH3:13])[C:8]1[CH:7]=[C:3]2[C:4]([O:6][C:16](=[O:15])[NH:1][C:2]2=[CH:10][CH:9]=1)=[O:5]. Procedure: To the mixture of 8.9 g of 2-amino-5-dimethylaminobenzoic acid in 60 mL of dioxane, under stirring and external cold water cooling 10 mL of diphosgene is added dropwise. The mixture is heated under reflux conditions for 4 hours. From the cold reaction mixture the solid material is filtered off, washed with 50 mL of ether. The product is stirred for 5 minutes in the mixture of 50 mL of methanol and 5 mL of triethylamine, filtered off, washed with 30 mL of methanol. After drying 7 g of the title p... Reactants: CC(C)(C)C(=O)Oc1cccc2ccccc12 (substrate), F[B-](F)(F)c1ccsc1.[K+] (effective_coupling_partner). Reagents/catalysts: t-BuPCy2. Run at temperature 110 celsius, time 4 hour. Yields the product c3ccc2c(c1ccsc1)cccc2c3. Reactants: C1(CCCCC1)C(=O)C=1OC2=C(C1C)C(=CC=C2)F (Cyclohexyl(4-fluoro-3-methyl-1-benzofuran-2-yl)methanone), C1(CCCCC1)C(=O)C=1OC2=C(C1C)C(=CC=C2)F (cyclohexyl(4-fluoro-3-methyl-1-benzofuran-2-yl)methanone), [BH4-].[Na+] (sodium borohydride). Run in O1CCCC1 (tetrahydrofuran), CO (methanol). Conditions: time 1 hour. Yields the product C1(CCCCC1)C(O)C=1OC2=C(C1C)C(=CC=C2)F (cyclohexyl(4-fluoro-3-methyl-1-benzofuran-2-yl)methanol). As a reaction SMILES: [CH:1]1([C:7]([C:9]2[O:10][C:11]3[CH:18]=[CH:17][CH:16]=[C:15]([F:19])[C:12]=3[C:13]=2[CH3:14])=[O:8])[CH2:6][CH2:5][CH2:4][CH2:3][CH2:2]1.[BH4-].[Na+]>O1CCCC1.CO>[CH:1]1([CH:7]([C:9]2[O:10][C:11]3[CH:18]=[CH:17][CH:16]=[C:15]([F:19])[C:12]=3[C:13]=2[CH3:14])[OH:8])[CH2:2][CH2:3][CH2:4][CH2:5][CH2:6]1 |f:1.2|. Procedure details: Cyclohexyl(4-fluoro-3-methyl-1-benzofuran-2-yl)methanone (2.6 g) synthesized in the above-mentioned (1) was dissolved to in tetrahydrofuran (40 mL) and methanol (4 mL), and sodium borohydride (90%, 0.83 g) was added to the solution under ice-cooling. The ice bath was removed, the reaction mixture was stirred at room temperature for 1 hr then ice-cooled again, and water (5 mL) and 1N hydrochloric acid (10 mL) were carefully added to the mixture, and the mixture was extracted with ethyl acetate. T... The reactants are C(C)(C)(C)OC(CCC1=C(C=C(C=C1)OCCC=1N=C(OC1C)C1=CC=C(C=C1)C1=CC=CC=C1)CNC(=O)C1=C(SC(=C1)Cl)Cl)=O (3-(4-[2-(2-biphenyl-4-yl-5-methyl-oxazol-4-yl)-ethoxy]-2-{[(2,5-dichloro-thiophene-3-carbonyl)-amino]-methyl}-phenyl)-propionic acid tert-butyl ester), C1(=CC=CC=C1)OC (anisole), C(=O)(C(F)(F)F)O (TFA). Solvent: C(Cl)Cl (CH2Cl2). Conditions: time 2 hour. Yields the product C1(=CC=C(C=C1)C=1OC(=C(N1)CCOC1=CC(=C(C=C1)CCC(=O)O)CNC(=O)C1=C(SC(=C1)Cl)Cl)C)C1=CC=CC=C1 (3-(4-[2-(2-Biphenyl-4-yl-5-methyl-oxazol-4-yl)-ethoxy]-2-{[(2,5-dichloro-thiophene-3-carbonyl)-amino]-methyl}-phenyl)-propionic acid). Yield: 89.2%. As a reaction SMILES: C([O:5][C:6](=[O:47])[CH2:7][CH2:8][C:9]1[CH:14]=[CH:13][C:12]([O:15][CH2:16][CH2:17][C:18]2[N:19]=[C:20]([C:24]3[CH:29]=[CH:28][C:27]([C:30]4[CH:35]=[CH:34][CH:33]=[CH:32][CH:31]=4)=[CH:26][CH:25]=3)[O:21][C:22]=2[CH3:23])=[CH:11][C:10]=1[CH2:36][NH:37][C:38]([C:40]1[CH:44]=[C:43]([Cl:45])[S:42][C:41]=1[Cl:46])=[O:39])(C)(C)C.C1(OC)C=CC=CC=1.C(O)(C(F)(F)F)=O>C(Cl)Cl>[C:27]1([C:30]2[CH:35]=[CH:34][CH:33]=[CH:32][CH:31]=2)[CH:28]=[CH:29][C:24]([C:20]2[O:21][C:22]([CH3:23])=[C:18]([CH2:17][CH2:16][O:15][C:12]3[CH:13]=[CH:14][C:9]([CH2:8][CH2:7][C:6]([OH:47])=[O:5])=[C:10]([CH2:36][NH:37][C:38]([C:40]4[CH:44]=[C:43]([Cl:45])[S:42][C:41]=4[Cl:46])=[O:39])[CH:11]=3)[N:19]=2)=[CH:25][CH:26]=1. Procedure details: A solution of the 3-(4-[2-(2-biphenyl-4-yl-5-methyl-oxazol-4-yl)-ethoxy]-2-{[(2,5-dichloro-thiophene-3-carbonyl)-amino]-methyl}-phenyl)-propionic acid tert-butyl ester (367 mg, 0.531 mmol) in CH2Cl2 (20 mL) was treated with anisole (2.0 mL) then TFA (6.0 mL). The mixture was stirred at room temperature for 2 h and concentrated. The residue was co-evaporated with CCl4 three times, dried under vacuum, triturated with ether, and filtered to obtain the title compound as a white solid (301 mg, 73%). ... Starting materials: Brc1ccccn1, [Li]CCCC, Nc1ccc(Cl)cc1C(=O)O, C1CCOC1. The product is Nc1ccc(Cl)cc1C(=O)c1ccccn1. Reaction SMILES: [Br:1][c:2]1[cH:3][cH:4][cH:5][cH:6][n:7]1.[CH2:8]([Li:9])[CH2:10][CH2:11][CH3:12].[NH2:13][c:14]1[c:15]([C:16](=[O:17])[OH:18])[cH:19][c:20]([Cl:23])[cH:21][cH:22]1.[O:24]1[CH2:25][CH2:26][CH2:27][CH2:28]1>>[c:2]1([C:16]([c:15]2[c:14]([NH2:13])[cH:22][cH:21][c:20]([Cl:23])[cH:19]2)=[O:17])[cH:3][cH:4][cH:5][cH:6][n:7]1.